This data is from the Open Reaction Database (ORD), a public repository of structured organic reaction records. The task is: describe an organic reaction: reactants, conditions, products, and yield Starting materials: C(C)(C)(C)OC(NCCCN)=O ((3-aminopropyl)-carbamic acid tert-butyl ester), CC=1C(=NC=C(C1)C)C=O (3,5-dimethylpyridine-2-carboxaldehyde), [BH4-].[Na+] (NaBH4). The solvent is CO (MeOH). Yields the product C(C)(C)(C)OC(NCCCNCC1=NC=C(C=C1C)C)=O ({3-[(3,5-dimethyl-pyridin-2-ylmethyl)-amino]-propyl}-carbamic acid tert-butyl ester). RXN SMILES: [C:1]([O:5][C:6](=[O:12])[NH:7][CH2:8][CH2:9][CH2:10][NH2:11])([CH3:4])([CH3:3])[CH3:2].[CH3:13][C:14]1[C:15]([CH:21]=O)=[N:16][CH:17]=[C:18]([CH3:20])[CH:19]=1.[BH4-].[Na+]>CO>[C:1]([O:5][C:6](=[O:12])[NH:7][CH2:8][CH2:9][CH2:10][NH:11][CH2:21][C:15]1[C:14]([CH3:13])=[CH:19][C:18]([CH3:20])=[CH:17][N:16]=1)([CH3:4])([CH3:2])[CH3:3] |f:2.3|. Procedure details: Using General Procedure B: Reaction of (3-aminopropyl)-carbamic acid tert-butyl ester and 3,5-dimethylpyridine-2-carboxaldehyde in anhydrous MeOH with NaBH4 gave {3-[(3,5-dimethyl-pyridin-2-ylmethyl)-amino]-propyl}-carbamic acid tert-butyl ester as a brown oil. Starting materials: BrC1=CC2=C(C(C3=C1C=CC=C3)=O)C=CC=C2 (10-bromo-5H-dibenzo[a,d]cyclohepten-5-one), N1CCCCC1 (piperidine), CC(C)([O-])C.[K+] (potassium t-butoxide). The solvent is C(C)(C)(C)O (t-butanol). Product: N1(CCCCC1)C1=CC2=C(C(C3=C1C=CC=C3)=O)C=CC=C2 (10-(1-piperidyl)-5H-dibenzo[a,d]cyclohepten-5-one). As a reaction SMILES: Br[C:2]1[C:8]2[CH:9]=[CH:10][CH:11]=[CH:12][C:7]=2[C:6](=[O:13])[C:5]2[CH:14]=[CH:15][CH:16]=[CH:17][C:4]=2[CH:3]=1.[NH:18]1[CH2:23][CH2:22][CH2:21][CH2:20][CH2:19]1.CC(C)([O-])C.[K+]>C(O)(C)(C)C>[N:18]1([C:2]2[C:8]3[CH:9]=[CH:10][CH:11]=[CH:12][C:7]=3[C:6](=[O:13])[C:5]3[CH:14]=[CH:15][CH:16]=[CH:17][C:4]=3[CH:3]=2)[CH2:23][CH2:22][CH2:21][CH2:20][CH2:19]1 |f:2.3|. Reported procedure: A mixture of 71.3 g of 10-bromo-5H-dibenzo[a,d]cyclohepten-5-one, 50 ml. of piperidine, 1 liter of t-butanol and finally 33.6 g of potassium t-butoxide was stirred under reflux 2 hours, then at room temperature overnight. The mixture was filtered, and concentrated to dryness. The residue was slurried with water and decanted. The residue was slurried with methanol and filtered to give 59.8 g of 10-(1-piperidyl)-5H-dibenzo[a,d]cyclohepten-5-one, m.p. 103°-105° C. The reactants are NC1=C(CC2=NNC(=N2)SC)C=CC=C1 (3-(o-aminobenzyl)-5-methylmercapto-1,2,4-triazole), C(=O)(N1C=NC=C1)N1C=NC=C1 (1,1'-carbonyldiimidazole). Run in C(Cl)Cl (methylene chloride). Yields the product CSC=1N=C2N(C(NC3=C(C2)C=CC=C3)=O)N1 (2-methylmercapto-11H-1,2,4-triazolo[2,3-c][1,3]benzodiazepine-5(6H)-one), intermediate 5/b. RXN SMILES: [NH2:1][C:2]1[CH:15]=[CH:14][CH:13]=[CH:12][C:3]=1[CH2:4][C:5]1[N:9]=[C:8]([S:10][CH3:11])[NH:7][N:6]=1.[C:16](N1C=CN=C1)(N1C=CN=C1)=[O:17]>C(Cl)Cl>[CH3:11][S:10][C:8]1[N:9]=[C:5]2[CH2:4][C:3]3[CH:12]=[CH:13][CH:14]=[CH:15][C:2]=3[NH:1][C:16](=[O:17])[N:6]2[N:7]=1. Procedure: A mixture of 7 g of 3-(o-aminobenzyl)-5-methylmercapto-1,2,4-triazole, 5.26 g of 1,1'-carbonyldiimidazole and 179 ml of methylene chloride is heated at reflux overnight. Most of the solvent is removed in vacuo, the solids are filtered and washed with small amount of methylene chloride to give 2-methylmercapto-11H-1,2,4-triazolo[2,3-c][1,3]benzodiazepine-5(6H)-one, m.p. 250°-252° (intermediate 5/b).